Dataset: the Open Reaction Database (ORD), a public repository of structured organic reaction records. Task: describe an organic reaction: reactants, conditions, products, and yield Reactants: diamine, [Li]C(C)CC (s-BuLi), organolithium, B(F)(F)F (BF3), CCOCC (Et2O), epoxide ethylene oxide, C1CCN2C[C@@H]3C[C@H]([C@H]2C1)CN4[C@H]3CCCC4 ((−)-sparteine), organometallic, cyclic ether. Isolated yield 83.0%. RXN SMILES: C1C[C@H]2N(C[C@H]3[C@@H]4CCCCN4C[C@@H]2C3)CC1.[Li]C(CC)C.[B:23]([F:26])([F:25])[F:24].[CH3:27][CH2:28][O:29][CH2:30][CH3:31]>>[B:23]([F:26])([F:25])[F:24].[CH3:27][CH2:28][O:29][CH2:30][CH3:31] |f:4.5|. Yields the product B(F)(F)F.CCOCC (BF3.Et2O). Procedure details: Scheme 4 provides an example of an embodiment of the process shown in Scheme 3. In this particular embodiment, the chiral diamine is (−)-sparteine, the organometallic compound is an organolithium compound, and more concretely it is s-BuLi, the solvent is Et2O, the strained cyclic ether is the epoxide ethylene oxide, the Lewis acid is BF3, provided as BF3.Et2O, m=1, and n=3. A compound of formula (Ia) in Scheme 4 can be characterized as being the enantiomer (+)-(R) because it is obtained in an ee... Starting materials: CCO, Oc1ccc(OCC2CC2)cc1, ClCC1CO1, [Na+], [OH-], O. The product is c1cc(OCC2CO2)ccc1OCC1CC1. Reaction SMILES: [CH3:21][CH2:22][OH:23].[CH:3]1([CH2:6][O:7][c:8]2[cH:9][cH:10][c:11]([OH:14])[cH:12][cH:13]2)[CH2:4][CH2:5]1.[Cl:15][CH2:16][CH:17]1[CH2:18][O:19]1.[Na+:2].[OH-:1].[OH2:20]>>[CH:3]1([CH2:6][O:7][c:8]2[cH:9][cH:10][c:11]([O:14][CH2:16][CH:17]3[CH2:18][O:19]3)[cH:12][cH:13]2)[CH2:4][CH2:5]1. Starting materials: C1(=CC=CC=C1)P(C1=CC=CC=C1)C1=CC=CC=C1 (triphenylphosphine), N1(CCCC1)CCO (2-pyrrolidin-1-yl-ethanol), COC1=C(C=CC(=C1)C=1C=C2C(=NC1)NC=C2C2=C(C=CC=C2)OC)O (2-methoxy-4-[3-(2-methoxy-phenyl)-1H-pyrrolo[2,3-b]pyridin-5-yl]phenol), N(=NC(=O)OC(C)C)C(=O)OC(C)C (Diisopropyl azodicarboxylate). Solvent: C(Cl)Cl (methylene chloride). Run at temperature 0 celsius, time 5 minute. Yields the product COC1=C(C=CC=C1)C1=CNC2=NC=C(C=C21)C2=CC(=C(C=C2)OCCN2CCCC2)OC (3-(2-methoxy-phenyl)-5-[3-methoxy-4-(2-pyrrolidin-1-yl-ethoxy)-phenyl]-1H-pyrrolo[2,3-b]pyridine). Isolated yield 15.6%. As a reaction SMILES: C1(P(C2C=CC=CC=2)C2C=CC=CC=2)C=CC=CC=1.N(C(OC(C)C)=O)=NC(OC(C)C)=O.[N:34]1([CH2:39][CH2:40][OH:41])[CH2:38][CH2:37][CH2:36][CH2:35]1.[CH3:42][O:43][C:44]1[CH:49]=[C:48]([C:50]2[CH:51]=[C:52]3[C:58]([C:59]4[CH:64]=[CH:63][CH:62]=[CH:61][C:60]=4[O:65][CH3:66])=[CH:57][NH:56][C:53]3=[N:54][CH:55]=2)[CH:47]=[CH:46][C:45]=1O>C(Cl)Cl>[CH3:66][O:65][C:60]1[CH:61]=[CH:62][CH:63]=[CH:64][C:59]=1[C:58]1[C:52]2[C:53](=[N:54][CH:55]=[C:50]([C:48]3[CH:47]=[CH:46][C:45]([O:41][CH2:40][CH2:39][N:34]4[CH2:38][CH2:37][CH2:36][CH2:35]4)=[C:44]([O:43][CH3:42])[CH:49]=3)[CH:51]=2)[NH:56][CH:57]=1. Procedure details: To an 8 ml borosilicate reaction vial were added 150 mg (0.350 mmol) of PS-triphenylphosphine (2.33 mmol g−1; Argonaut Technologies) and anhydrous methylene chloride (5 ml). The vial was fitted with a rubber septum and the suspension was stirred for 5 minutes in an ice-bath (0° C.). Diisopropyl azodicarboxylate (68 μL, 0.35 mmol) was added dropwise, and the mixture was allowed to warm to room temperature over 20 minutes. To the reaction vial was added 2-pyrrolidin-1-yl-ethanol (54 mg, 0.47 mmol)... Starting materials: COC=1C=C2C(CC(OC2=CC1OC(C)C)(C)C)=O (6-methoxy-7-isopropoxy-2,2-dimethyl-4-chromanone), P(Cl)(Cl)(Cl)(Cl)Cl (phosphorous pentachloride), C(Cl)(Cl)(Cl)Cl (carbon tetrachloride). Conditions: temperature 30 celsius, time 8 hour. Product: ClC=1C(OC2=CC(=C(C=C2C1Cl)OC)OC(C)C)(C)C (3,4-dichloro-6-methoxy-7-isopropoxy-2,2-dimethyl-2H-chromene). Yield: 60.0%. As a reaction SMILES: [CH3:1][O:2][C:3]1[CH:4]=[C:5]2[C:10](=[CH:11][C:12]=1[O:13][CH:14]([CH3:16])[CH3:15])[O:9][C:8]([CH3:18])([CH3:17])[CH2:7]C2=O.P(Cl)(Cl)(Cl)(Cl)[Cl:21].[C:26]([Cl:30])(Cl)(Cl)Cl>>[Cl:21][C:7]1[C:8]([CH3:18])([CH3:17])[O:9][C:10]2[C:5]([C:26]=1[Cl:30])=[CH:4][C:3]([O:2][CH3:1])=[C:12]([O:13][CH:14]([CH3:16])[CH3:15])[CH:11]=2. Procedure: A suspension of 2.64 g (10 millimoles) of 6-methoxy-7-isopropoxy-2,2-dimethyl-4-chromanone, 4.2 g (20 millimoles) of phosphorous pentachloride and 30 ml of carbon tetrachloride is stirred at 30° C. for 8 hours. The reaction mixture is evaporated and the residue is purified by crystallization from ethanol. Thus 3.8 g of the desired compound are obtained. Yield 60%. Mp.: 80°-85° C. Starting materials: [Cl-].O[NH3+] (hydroxylammonium chloride), C(O)([O-])=O.[Na+] (sodium hydrogen carbonate), CS(=O)C (dimethyl sulfoxide), CC(C)N1C=2N(C(=C(C1=O)CC1=CC=C(C=C1)C=1C(=CC=CC1)C#N)CCC)N=CN2 (4′-{[4-(1-methylethyl)-5-oxo-7-propyl-4,5-dihydro[1,2,4]triazolo[1,5-a]pyrimidin-6-yl]methyl}biphenyl-2-carbonitrile). The solvent is C(C)(=O)OCC (ethyl acetate). Conditions: temperature 40 celsius, time 30 minute. Product: CC(C)N1C=2N(C(=C(C1=O)CC1=CC=C(C=C1)C1=C(C=CC=C1)C1=NOC(N1)=O)CCC)N=CN2 (4-(1-methylethyl)-6-{[2′-(5-oxo-4,5-dihydro-1,2,4-oxadiazol-3-yl)biphenyl-4-yl]methyl}-7-propyl[1,2,4]triazolo[1,5-a]pyrimidin-5(4H)-one). Isolated yield 34.6%. As a reaction SMILES: [Cl-].O[NH3+:3].[C:4](=[O:7])([O-])[OH:5].[Na+].CS(C)=O.[CH3:13][CH:14]([N:16]1[C:21](=[O:22])[C:20]([CH2:23][C:24]2[CH:29]=[CH:28][C:27]([C:30]3[C:31]([C:36]#[N:37])=[CH:32][CH:33]=[CH:34][CH:35]=3)=[CH:26][CH:25]=2)=[C:19]([CH2:38][CH2:39][CH3:40])[N:18]2[N:41]=[CH:42][N:43]=[C:17]12)[CH3:15]>C(OCC)(=O)C>[CH3:13][CH:14]([N:16]1[C:21](=[O:22])[C:20]([CH2:23][C:24]2[CH:25]=[CH:26][C:27]([C:30]3[CH:35]=[CH:34][CH:33]=[CH:32][C:31]=3[C:36]3[NH:3][C:4](=[O:7])[O:5][N:37]=3)=[CH:28][CH:29]=2)=[C:19]([CH2:38][CH2:39][CH3:40])[N:18]2[N:41]=[CH:42][N:43]=[C:17]12)[CH3:15] |f:0.1,2.3|. Procedure details: A mixture of hydroxylammonium chloride (1.2 g), sodium hydrogen carbonate (1.9 g) and dimethyl sulfoxide (10 mL) was stirred at 40° C. for 30 min, 4′-{[4-(1-methylethyl)-5-oxo-7-propyl-4,5-dihydro[1,2,4]triazolo[1,5-a]pyrimidin-6-yl]methyl}biphenyl-2-carbonitrile (0.48 g) was added, and the mixture was stirred at 90° C. for 16 hr. The reaction mixture was diluted with ethyl acetate, washed with water and then with saturated brine, and dried over anhydrous magnesium sulfate. The solvent was evapo...